This data is from the Open Reaction Database (ORD), a public repository of structured organic reaction records. The task is: describe an organic reaction: reactants, conditions, products, and yield The reactants are CCO, Cc1c(OC2CCC(N3C(=O)c4ccccc4C3=O)CC2)ccc2c1cnn2C1CCCCO1, CN. Product: Cc1c(OC2CCC(N)CC2)ccc2c1cnn2C1CCCCO1. RXN SMILES: [CH2:35]([OH:36])[CH3:37].[CH3:1][c:2]1[c:3]2[cH:4][n:5][n:6]([CH:29]3[O:30][CH2:31][CH2:32][CH2:33][CH2:34]3)[c:7]2[cH:8][cH:9][c:10]1[O:11][CH:12]1[CH2:13][CH2:14][CH:15]([N:18]2[C:19](=[O:20])[c:21]3[c:22]([cH:23][cH:24][cH:25][cH:26]3)[C:27]2=[O:28])[CH2:16][CH2:17]1.[CH3:38][NH2:39]>>[CH3:1][c:2]1[c:3]2[cH:4][n:5][n:6]([CH:29]3[O:30][CH2:31][CH2:32][CH2:33][CH2:34]3)[c:7]2[cH:8][cH:9][c:10]1[O:11][CH:12]1[CH2:13][CH2:14][CH:15]([NH2:18])[CH2:16][CH2:17]1. Reactants: CCCCCCCCC=CCCCCCCCC(=O)O, CC1(C)OCC(C)(C)C(C(=O)NCCC(=O)Nc2ccccc2O)O1. Product: CCCCCCCCC=CCCCCCCCC(=O)Oc1ccccc1NC(=O)CCNC(=O)C1OC(C)(C)OCC1(C)C. Reaction SMILES: [CH3:26][CH2:27][CH2:28][CH2:29][CH2:30][CH2:31][CH2:32][CH2:33][CH:34]=[CH:35][CH2:36][CH2:37][CH2:38][CH2:39][CH2:40][CH2:41][CH2:42][C:43]([OH:44])=[O:45].[OH:1][c:2]1[c:3]([NH:8][C:9]([CH2:10][CH2:11][NH:12][C:13](=[O:14])[CH:15]2[O:16][C:17]([CH3:23])([CH3:24])[O:18][CH2:19][C:20]2([CH3:21])[CH3:22])=[O:25])[cH:4][cH:5][cH:6][cH:7]1>>[O:1]([c:2]1[c:3]([NH:8][C:9]([CH2:10][CH2:11][NH:12][C:13](=[O:14])[CH:15]2[O:16][C:17]([CH3:23])([CH3:24])[O:18][CH2:19][C:20]2([CH3:21])[CH3:22])=[O:25])[cH:4][cH:5][cH:6][cH:7]1)[C:43]([CH2:42][CH2:41][CH2:40][CH2:39][CH2:38][CH2:37][CH2:36][CH:35]=[CH:34][CH2:33][CH2:32][CH2:31][CH2:30][CH2:29][CH2:28][CH2:27][CH3:26])=[O:44]. Starting materials: FC(C(=O)O)(F)F (Trifluoroacetic acid), ClC1=CC=C(C=C1)C1=CC=C(C=C1)CC[C@@H]1[C@H]([C@@H]2[C@@H](OC(O2)(C)C)O1)CCN1C(C2=CC=CC=C2C1=O)=O (2-(2-{(3aR,5R,6R,6aR)-5-[2-(4′-chlorobiphenyl-4-yl)ethyl]-2,2-dimethyltetrahydrofuro[2,3-d][1,3]dioxol-6-yl}ethyl)-1H-isoindole-1,3(2H)-dione). Solvent: O (water), O (water), C(C)(=O)OCC (ethyl acetate). Conditions: time 2 hour. Yields the product ClC1=CC=C(C=C1)C1=CC=C(C=C1)CC[C@H]1O[C@@H]([C@@H]([C@@H]1CCN1C(C2=CC=CC=C2C1=O)=O)O)O (2-(2-{(2R,3S,4R,5S)-2-[2-(4′-chlorobiphenyl-4-yl)ethyl]-4,5-dihydroxytetrahydrofuran-3-yl}ethyl)-1H-isoindole-1,3(2H)-dione). Reaction SMILES: FC(F)(F)C(O)=O.[Cl:8][C:9]1[CH:14]=[CH:13][C:12]([C:15]2[CH:20]=[CH:19][C:18]([CH2:21][CH2:22][C@H:23]3[O:32][C@@H:26]4[O:27]C(C)(C)[O:29][C@@H:25]4[C@@H:24]3[CH2:33][CH2:34][N:35]3[C:43](=[O:44])[C:42]4[C:37](=[CH:38][CH:39]=[CH:40][CH:41]=4)[C:36]3=[O:45])=[CH:17][CH:16]=2)=[CH:11][CH:10]=1>C(OCC)(=O)C.O>[Cl:8][C:9]1[CH:10]=[CH:11][C:12]([C:15]2[CH:16]=[CH:17][C:18]([CH2:21][CH2:22][C@@H:23]3[C@@H:24]([CH2:33][CH2:34][N:35]4[C:36](=[O:45])[C:37]5[C:42](=[CH:41][CH:40]=[CH:39][CH:38]=5)[C:43]4=[O:44])[C@@H:25]([OH:29])[C@@H:26]([OH:27])[O:32]3)=[CH:19][CH:20]=2)=[CH:13][CH:14]=1. Procedure details: Trifluoroacetic acid (1 mL) and water (0.5 mL) were added to the compound obtained from step k above (0.04 g). The reaction mixture was stirred at room temperature for 2 hours. The solvents were evaporated at reduced pressure. The residue thus obtained was taken in ethyl acetate and water. The organic layer was separated, washed with water and brine solution, and dried over anhydrous sodium sulphate. The solvent was concentrated under reduced pressure to yield the title compound (0.028 g).